From a dataset of the Open Reaction Database (ORD), a public repository of structured organic reaction records. describe an organic reaction: reactants, conditions, products, and yield Reactants: ClC1=C(OC(C(=O)O)(C)C)C=CC(=C1Cl)C(CCC)=O (2-(2,3-dichloro-4-butyrylphenoxy)-2-methylpropionic acid), Cl.CNC (dimethylamine hydrochloride), C=O (paraformaldehyde), C(C)(=O)O (acetic acid), ice water. Solvent: CN(C=O)C (N,N-dimethylformamide). Conditions: time 2 hour. Yields the product ClC1=C(OC(C(=O)O)(C)C)C=CC(=C1Cl)C(C(CC)=C)=O (2-[2,3-dichloro-4-(2-methylenebutyryl)phenoxy]-2-methylpropionic acid). Yield: 61.4%. As a reaction SMILES: [Cl:1][C:2]1[C:14]([Cl:15])=[C:13]([C:16](=[O:20])[CH2:17][CH2:18][CH3:19])[CH:12]=[CH:11][C:3]=1[O:4][C:5]([CH3:10])([CH3:9])[C:6]([OH:8])=[O:7].Cl.[CH3:22]NC.C=O.C(O)(=O)C>CN(C)C=O>[Cl:1][C:2]1[C:14]([Cl:15])=[C:13]([C:16](=[O:20])[C:17](=[CH2:22])[CH2:18][CH3:19])[CH:12]=[CH:11][C:3]=1[O:4][C:5]([CH3:10])([CH3:9])[C:6]([OH:8])=[O:7] |f:1.2|. Reported procedure: A mixture of 2-(2,3-dichloro-4-butyrylphenoxy)-2-methylpropionic acid (10 g, 0.031 mole), dimethylamine hydrochloride (15 g, 0.18 mole), paraformaldehyde (3 g, 0.10 equiv.) and acetic acid (0.6 ml) was stirred and heated on a steam bath for two hours. N,N-dimethylformamide (30 ml) was added and stirring and heating was continued for another two hours. The mixture was poured into ice water which was then extracted with ether. The ether extract was washed with water, then brine and finally dried o...